Dataset: the Open Reaction Database (ORD), a public repository of structured organic reaction records. Task: describe an organic reaction: reactants, conditions, products, and yield Conditions: temperature 40 celsius, time 3 hour. Procedure details: 2.92 g of methyl 1-piperidin-4-yl-1H-indole-6-carboxylate hydrochloride and 2.92 g of (7-methoxy-2,2-dimethyl-4-oxochroman-8-yl)acetaldehyde were added with 58.4 mL of tetrahydrofuran and 14.6 mL of acetic acid warmed to 40° C. and the reaction mixture was stirred for about 3 hours. The reaction mixture was cooled with an ice-water bath, and 2.52 g of sodium triacetoxyborohydride was added portionwise divided into three. The reaction mixture was warmed to room temperature and 30 minutes later, p... Solvent: O (water), C1(=CC=CC=C1)C (toluene), C(C)(=O)O (acetic acid). Reactants: C(C)(=O)O[BH-](OC(C)=O)OC(C)=O.[Na+] (sodium triacetoxyborohydride), Cl.N1CCC(CC1)N1C=CC2=CC=C(C=C12)C(=O)OC (methyl 1-piperidin-4-yl-1H-indole-6-carboxylate hydrochloride), COC1=CC=C2C(CC(OC2=C1CC=O)(C)C)=O ((7-methoxy-2,2-dimethyl-4-oxochroman-8-yl)acetaldehyde), O1CCCC1 (tetrahydrofuran). RXN SMILES: Cl.[NH:2]1[CH2:7][CH2:6][CH:5]([N:8]2[C:16]3[C:11](=[CH:12][CH:13]=[C:14]([C:17]([O:19][CH3:20])=[O:18])[CH:15]=3)[CH:10]=[CH:9]2)[CH2:4][CH2:3]1.[CH3:21][O:22][C:23]1[C:32]([CH2:33][CH:34]=O)=[C:31]2[C:26]([C:27](=[O:38])[CH2:28][C:29]([CH3:37])([CH3:36])[O:30]2)=[CH:25][CH:24]=1.O1CCCC1.C(O[BH-](OC(=O)C)OC(=O)C)(=O)C.[Na+]>O.C1(C)C=CC=CC=1.C(O)(=O)C>[CH3:21][O:22][C:23]1[C:32]([CH2:33][CH2:34][N:2]2[CH2:3][CH2:4][CH:5]([N:8]3[C:16]4[C:11](=[CH:12][CH:13]=[C:14]([C:17]([O:19][CH3:20])=[O:18])[CH:15]=4)[CH:10]=[CH:9]3)[CH2:6][CH2:7]2)=[C:31]2[C:26]([C:27](=[O:38])[CH2:28][C:29]([CH3:37])([CH3:36])[O:30]2)=[CH:25][CH:24]=1 |f:0.1,4.5|. Isolated yield 98.8%. Product: COC1=CC=C2C(CC(OC2=C1CCN1CCC(CC1)N1C=CC2=CC=C(C=C12)C(=O)OC)(C)C)=O (methyl 1-{1-[2-(7-methoxy-2,2-dimethyl-4-oxochroman-8-yl)ethyl]piperidin-4-yl}-1H-indole-6-carboxylate). The reactants are BrCCCCBr, O=C([O-])[O-], [K+], [K+], CN(C)C=O, CCCOc1c(O)cc(C2CCC(c3cc(OC)c(OC)c(OC)c3)O2)cc1S(=O)(=O)CC(C)O. Product: CCCOc1c(OCCCCBr)cc(C2CCC(c3cc(OC)c(OC)c(OC)c3)O2)cc1S(=O)(=O)CC(C)O. As a reaction SMILES: [Br:1][CH2:2][CH2:3][CH2:4][CH2:5][Br:6].[C:42](=[O:43])([O-:44])[O-:45].[K+:46].[K+:47].[O:48]=[CH:49][N:50]([CH3:51])[CH3:52].[OH:7][CH:8]([CH2:9][S:10](=[O:11])(=[O:12])[c:13]1[cH:14][c:15]([CH:24]2[O:25][CH:26]([c:29]3[cH:30][c:31]([O:39][CH3:40])[c:32]([O:37][CH3:38])[c:33]([O:35][CH3:36])[cH:34]3)[CH2:27][CH2:28]2)[cH:16][c:17]([OH:23])[c:18]1[O:19][CH2:20][CH2:21][CH3:22])[CH3:41]>>[Br:1][CH2:2][CH2:3][CH2:4][CH2:5][O:23][c:17]1[cH:16][c:15]([CH:24]2[O:25][CH:26]([c:29]3[cH:30][c:31]([O:39][CH3:40])[c:32]([O:37][CH3:38])[c:33]([O:35][CH3:36])[cH:34]3)[CH2:27][CH2:28]2)[cH:14][c:13]([S:10]([CH2:9][CH:8]([OH:7])[CH3:41])(=[O:11])=[O:12])[c:18]1[O:19][CH2:20][CH2:21][CH3:22]. Starting materials: ClC1=C(C=NC2=CC(=C(C=C12)OC)OC)C#N (4-chloro-6,7-dimethoxy-3-quinolinecarbonitrile), Cl.N1=CC=CC=C1 (pyridine hydrochloride), NC=1C(=CC(=CC1)O)C (4-amino-m-cresol). The solvent is C(C)OCCO (2-ethoxyethanol). Product: OC1=CC(=C(C=C1)NC1=C(C=NC2=CC(=C(C=C12)OC)OC)C#N)C (4-(4-Hydroxy-2-methyl-phenylamino)-6,7-dimethoxy-quinoline-3-carbonitrile). Isolated yield 90.8%. RXN SMILES: Cl[C:2]1[C:11]2[C:6](=[CH:7][C:8]([O:14][CH3:15])=[C:9]([O:12][CH3:13])[CH:10]=2)[N:5]=[CH:4][C:3]=1[C:16]#[N:17].Cl.N1C=CC=CC=1.[NH2:25][C:26]1[C:27]([CH3:33])=[CH:28][C:29]([OH:32])=[CH:30][CH:31]=1>C(OCCO)C>[OH:32][C:29]1[CH:30]=[CH:31][C:26]([NH:25][C:2]2[C:11]3[C:6](=[CH:7][C:8]([O:14][CH3:15])=[C:9]([O:12][CH3:13])[CH:10]=3)[N:5]=[CH:4][C:3]=2[C:16]#[N:17])=[C:27]([CH3:33])[CH:28]=1 |f:1.2|. Reported procedure: Using an analogous procedure to that described in Example 286, 248.7 mg (1 mmol) of 4-chloro-6,7-dimethoxy-3-quinolinecarbonitrile in 15 mL of 2-ethoxyethanol and in the presence of 115.6 mg (1 mmol) of pyridine hydrochloride was reacted with 147.8 mg (1.2 mmol) of 4-amino-m-cresol to give 304.6 mg (90.9%) of the product as a salmon solid, m.p.>250° C., mass (electrospray, m/e): M+H 335.9 The reactants are N1=CNC2=C1C=CC=C2 (benzimidazole), C([O-])([O-])=O.[Cs+].[Cs+] (cesium carbonate), cuprous oxide, NC1=NC(=CC(=N1)O)O (2-amino-4,6-dihydroxypyrimidine), BrC1=CC=C(S1)C(=O)O (5-bromo-thiophen-2-carboxylic acid). Solvent: CN1CCCC1=O (NMP), O (water), C(=O)O (formic acid). Reaction conditions: temperature 160 celsius, time 30 minute. The product is S1C(=CC=C1)C(=O)O.N1=CNC2=C1C=CC=C2 (Benzimidazole Thiophene Carboxylic Acid). Reaction SMILES: [N:1]1[C:5]2[CH:6]=[CH:7][CH:8]=[CH:9][C:4]=2[NH:3][CH:2]=1.C(=O)([O-])[O-].[Cs+].[Cs+].NC1N=C(O)C=C(O)N=1.Br[C:26]1[S:30][C:29]([C:31]([OH:33])=[O:32])=[CH:28][CH:27]=1>C(O)=O.O.CN1C(=O)CCC1>[S:30]1[CH:26]=[CH:27][CH:28]=[C:29]1[C:31]([OH:33])=[O:32].[N:1]1[C:5]2[CH:6]=[CH:7][CH:8]=[CH:9][C:4]=2[NH:3][CH:2]=1 |f:1.2.3,9.10|. Reported procedure: Charged benzimidazole (III) (28.98 mmoles), cesium carbonate (33.81 mmoles), cuprous oxide (0.918 mmoles), 2-amino-4,6-dihydroxypyrimidine (3.62 mmoles), PEG (28.98 mmoles), 5-bromo-thiophen-2-carboxylic acid (IV)(24.15 mmoles) and NMP (10 ml) to the 100 ml RB flask fitted with thermo well and condenser. The reaction mixture was heated to 160° C. and maintained for 18-20 hrs. After completion of reaction, cooled the reaction to room temperature, added water (100 ml) and adjusted the pH to ˜4.5-5... The reactants are C(C1=CN=CC=C1)(=O)N1[C@H](C(=O)O)CC(C1)O (N-nicotinoyl-4-hydroxyproline), [OH-].[Na+] (sodium hydroxide), C(C)(C)O (isopropanol), C(C)(=O)OC(C)=O (acetic anhydride), aqueous solution, ClC(C#N)=C (2-chloroacrylonitrile). Run at temperature 20 celsius. Yields the product OC1CC2=C(C=C(N2C1)C=1C=NC=CC1)C#N (2-Hydroxy-5-(3-pyridyl)-2,3-dihydro-1H-pyrrolizine-7-carbonitrile). As a reaction SMILES: [C:1]([N:9]1[CH2:16][CH:15]([OH:17])[CH2:14][C@H:10]1[C:11](O)=O)(=O)[C:2]1[CH:7]=[CH:6][CH:5]=[N:4][CH:3]=1.C(OC(=O)C)(=O)C.[OH-].[Na+].[CH:27](O)(C)C.ClC(=C)[C:33]#[N:34]>>[OH:17][CH:15]1[CH2:16][N:9]2[C:10](=[C:11]([C:33]#[N:34])[CH:27]=[C:1]2[C:2]2[CH:3]=[N:4][CH:5]=[CH:6][CH:7]=2)[CH2:14]1 |f:2.3|. Reported procedure: A suspension of N-nicotinoyl-4-hydroxyproline (34 g) in a mixture of 2-chloroacrylonitrile (115 cc) and of acetic anhydride (150 cc) is heated at a temperature of about 90° C. for 3 hours and 40 minutes. The solution obtained is concentrated to dryness under reduced pressure (20 mm Hg; 2.7 kPa) at a temperature of about 70° C. The residue obtained is suspended in a 5 N aqueous solution of sodium hydroxide (500 cc) and the resulting suspension is extracted 4 times with ethyl acetate (1,250 cc in ...